The task is: describe an organic reaction: reactants, conditions, products, and yield. This data is from the Open Reaction Database (ORD), a public repository of structured organic reaction records. The reactants are ClC1=NC=NC2=CC(=CC=C12)Cl (4,7-dichloroquinazoline), NCCCCCCCCCN (1,9-diaminononane), C([O-])([O-])=O.[Na+].[Na+] (sodium carbonate). The solvent is C(C)(C)O (isopropanol). The product is ClC1=CC=C2C(=NC=NC2=C1)NCCCCCCCCCNC1=NC=NC2=CC(=CC=C12)Cl (N,N'-bis(7-chloro-4-quinazolinyl)-1,9-nonanediamine). Reaction SMILES: Cl[C:2]1[C:11]2[C:6](=[CH:7][C:8]([Cl:12])=[CH:9][CH:10]=2)[N:5]=[CH:4][N:3]=1.[NH2:13][CH2:14][CH2:15][CH2:16][CH2:17][CH2:18][CH2:19][CH2:20][CH2:21][CH2:22][NH2:23].C(=O)([O-])[O-].[Na+].[Na+]>C(O)(C)C>[Cl:12][C:8]1[CH:7]=[C:6]2[C:11]([C:2]([NH:13][CH2:14][CH2:15][CH2:16][CH2:17][CH2:18][CH2:19][CH2:20][CH2:21][CH2:22][NH:23][C:2]3[C:11]4[C:6](=[CH:7][C:8]([Cl:12])=[CH:9][CH:10]=4)[N:5]=[CH:4][N:3]=3)=[N:3][CH:4]=[N:5]2)=[CH:10][CH:9]=1 |f:2.3.4|. Reported procedure: A mixture of 1.99 g. of 4,7-dichloroquinazoline, 0.79 g. of 1,9-diaminononane, 2.5 g. of sodium carbonate and 25 ml. of isopropanol is stirred at room temperature for 2 hours. The reaction mixture is then diluted with 100 ml. of chloroform, filtered and concentrated in vacuo. The solid residue is crystallized from ethanol to obtain N,N'-bis(7-chloro-4-quinazolinyl)-1,9-nonanediamine, m.p. 190°-192°C. which is readily converted into dimethanesulfonate acid addition salt form which melts at 159°-1... The reactants are C1(=CC=CC=C1)C1=NC2=CC=CC=C2C(=C1)C(=O)O (2-phenyl-4-quinolinecarboxylic acid), ON1N=NC2=C1C=CC=C2 (1-hydroxybenzotriazole), Cl.CN(CCCN=C=NCC)C (1-[3-(Dimethylamino)propyl]-3-ethylcarbodiimide hydrochloride), NCCCCN1C(=NC=2C(=NC=3C=CC=CC3C21)N)CCOC (1-(4-aminobutyl)-2-(2-methoxyethyl)-1H-imidazo[4,5-c]quinolin-4-amine). The solvent is ClCCl (dichloromethane), N1=CC=CC=C1 (pyridine), ClCCl (dichloromethane). Product: NC1=NC=2C=CC=CC2C2=C1N=C(N2CCCCNC(=O)C2=CC(=NC1=CC=CC=C21)C2=CC=CC=C2)CCOC (N4-[4-(4-amino-2-(2-methoxyethyl)-1H-imidazo[4,5-c]quinolin-1-yl)butyl]-2-phenyl-4-quinolinecarboxamide). Isolated yield 44.6%. Reaction SMILES: Cl.CN(C)CCCN=C=NCC.[C:13]1([C:19]2[CH:28]=[C:27]([C:29](O)=[O:30])[C:26]3[C:21](=[CH:22][CH:23]=[CH:24][CH:25]=3)[N:20]=2)[CH:18]=[CH:17][CH:16]=[CH:15][CH:14]=1.ON1C2C=CC=CC=2N=N1.[NH2:42][CH2:43][CH2:44][CH2:45][CH2:46][N:47]1[C:59]2[C:58]3[CH:57]=[CH:56][CH:55]=[CH:54][C:53]=3[N:52]=[C:51]([NH2:60])[C:50]=2[N:49]=[C:48]1[CH2:61][CH2:62][O:63][CH3:64]>ClCCl.N1C=CC=CC=1>[NH2:60][C:51]1[C:50]2[N:49]=[C:48]([CH2:61][CH2:62][O:63][CH3:64])[N:47]([CH2:46][CH2:45][CH2:44][CH2:43][NH:42][C:29]([C:27]3[C:26]4[C:21](=[CH:22][CH:23]=[CH:24][CH:25]=4)[N:20]=[C:19]([C:13]4[CH:14]=[CH:15][CH:16]=[CH:17][CH:18]=4)[CH:28]=3)=[O:30])[C:59]=2[C:58]2[CH:57]=[CH:56][CH:55]=[CH:54][C:53]=2[N:52]=1 |f:0.1|. Reported procedure: 1-[3-(Dimethylamino)propyl]-3-ethylcarbodiimide hydrochloride (0.57 g, 3.0 mmol) was added dropwise to a chilled (0° C.) solution of 2-phenyl-4-quinolinecarboxylic acid (0.5 g, 3.7 mmol), 1-hydroxybenzotriazole (0.5 g, 3.7 mmol), pyridine (2.2 ml), and dichloromethane (20 ml). The reaction was maintained for 15 min followed by the dropwise addition of 1-(4-aminobutyl)-2-(2-methoxyethyl)-1H-imidazo[4,5-c]quinolin-4-amine (0.8 g, 2.55 mmol) in dichloromethane (100 ml). The reaction was maintained ... Starting materials: CC([C@@H](C(N1[C@@H](CCC1)C1=NC2=C(N1)C1=CC=C(C=C1C=C2)B2OC(C(O2)(C)C)(C)C)=O)NC(OC)=O)C (methyl (S)-3-methyl-1-oxo-1-((S)-2-(7-(4,4,5,5-tetramethyl-1,3,2-dioxaborolan-2-yl)-1H-naphtho[1,2-d]imidazol-2-yl)pyrrolidin-1-yl)butan-2-ylcarbamate), BrC=1C=CC2=C(SC(=C2)I)C1 (6-bromo-2-iodobenzo[b]thiophene), C(=O)([O-])[O-].[K+].[K+] (K2CO3). The reagents and catalysts are C=1C=CC(=CC1)[P](C=2C=CC=CC2)(C=3C=CC=CC3)[Pd]([P](C=4C=CC=CC4)(C=5C=CC=CC5)C=6C=CC=CC6)([P](C=7C=CC=CC7)(C=8C=CC=CC8)C=9C=CC=CC9)[P](C=1C=CC=CC1)(C=1C=CC=CC1)C=1C=CC=CC1 (Pd(PPh3)4). The solvent is COCCOC (DME). Reaction conditions: temperature 85 celsius. The product is BrC=1C=CC2=C(SC(=C2)C=2C=C3C=CC4=C(NC(=N4)[C@H]4N(CCC4)C([C@H](C(C)C)NC(OC)=O)=O)C3=CC2)C1 (Methyl (S)-1-((S)-2-(7-(6-bromobenzo[b]thiophen-2-yl)-1H-naphtho[1,2-d]imidazol-2-yl) pyrrolidin-1-yl)-3-methyl-1-oxobutan-2-ylcarbamate). Yield: 152.1%. RXN SMILES: [CH3:1][CH:2]([CH3:38])[C@H:3]([NH:33][C:34](=[O:37])[O:35][CH3:36])[C:4](=[O:32])[N:5]1[CH2:9][CH2:8][CH2:7][C@H:6]1[C:10]1[NH:14][C:13]2[C:15]3[C:20]([CH:21]=[CH:22][C:12]=2[N:11]=1)=[CH:19][C:18](B1OC(C)(C)C(C)(C)O1)=[CH:17][CH:16]=3.[Br:39][C:40]1[CH:41]=[CH:42][C:43]2[CH:47]=[C:46](I)[S:45][C:44]=2[CH:49]=1.C([O-])([O-])=O.[K+].[K+]>COCCOC.C1C=CC([P]([Pd]([P](C2C=CC=CC=2)(C2C=CC=CC=2)C2C=CC=CC=2)([P](C2C=CC=CC=2)(C2C=CC=CC=2)C2C=CC=CC=2)[P](C2C=CC=CC=2)(C2C=CC=CC=2)C2C=CC=CC=2)(C2C=CC=CC=2)C2C=CC=CC=2)=CC=1>[Br:39][C:40]1[CH:41]=[CH:42][C:43]2[CH:47]=[C:46]([C:18]3[CH:19]=[C:20]4[C:15](=[CH:16][CH:17]=3)[C:13]3[NH:14][C:10]([C@@H:6]5[CH2:7][CH2:8][CH2:9][N:5]5[C:4](=[O:32])[C@@H:3]([NH:33][C:34](=[O:37])[O:35][CH3:36])[CH:2]([CH3:38])[CH3:1])=[N:11][C:12]=3[CH:22]=[CH:21]4)[S:45][C:44]=2[CH:49]=1 |f:2.3.4,^1:65,67,86,105|. Reported procedure: To a solution of methyl (S)-3-methyl-1-oxo-1-((S)-2-(7-(4,4,5,5-tetramethyl-1,3,2-dioxaborolan-2-yl)-1H-naphtho[1,2-d]imidazol-2-yl)pyrrolidin-1-yl)butan-2-ylcarbamate (251 mg, 0.48 mmol) in DME (5 mL) was added 6-bromo-2-iodobenzo[b]thiophene (82 mg, 0.24 mmol), Pd(PPh3)4 (28 mg, 0.024 mmol), and K2CO3 (2M in H2O, 0.8 mL, 1.58 mmol). The solution was degassed with N2 for 10 min, then heated to 85° C. for 24 h. The mixture was cooled to rt, diluted with EtOAc, and washed with sat. NaHCO3, brine,... The reactants are C(C)(C)(C)OC(=O)N1[C@H](C(=O)OCC)CCC1C#N (Ethyl(2S)-N-tert-butoxycarbonyl-5-cyanoprolinate), FC(C(=O)O)(F)F (trifluoroacetic acid). The solvent is C(Cl)Cl (CH2Cl2). Run at time 1 hour. The product is FC(C(=O)O)(F)F.C(#N)C1CC[C@H](N1)C(=O)OCC (Ethyl(2S)-5-cyanoprolinate trifluroacetic acid salt). As a reaction SMILES: C(OC([N:8]1[CH:17]([C:18]#[N:19])[CH2:16][CH2:15][C@H:9]1[C:10]([O:12][CH2:13][CH3:14])=[O:11])=O)(C)(C)C.[F:20][C:21]([F:26])([F:25])[C:22]([OH:24])=[O:23]>C(Cl)Cl>[F:20][C:21]([F:26])([F:25])[C:22]([OH:24])=[O:23].[C:18]([CH:17]1[NH:8][C@H:9]([C:10]([O:12][CH2:13][CH3:14])=[O:11])[CH2:15][CH2:16]1)#[N:19] |f:3.4|. Reported procedure: To a solution of the compound obtained from Step C (2.20 g) in CH2Cl2 (10 mL) was added trifluoroacetic acid (11.0 mL). The mixture was stirred at rt for 1.0 h before the solvent was removed under reduced pressure. The residue was further chased with toluene to remove residual trifluoroacetic acid. The TFA salt obtained was used in the next Step without further purification. The reactants are FC(I)(F)F (trifluoroiodomethane), ( 6500K ), FC1=CC=2C=C3N(C2C(=C1)C1=CC=C(C=C1)F)CCNC3=O (8-Fluoro-6-(4-fluoro-phenyl)-3,4-dihydro-2H-pyrazino[1,2-a]indol-1-one), CN(CCN(C)C)C (N,N,N′,N′-tetra-methylethylenediamine), tris(2,2′-biryridyl)ruthenium(II)-chloride hexahydrate, O (water). Solvent: C(C)#N (acetonitrile), CN(C)C=O (DMF). Run at temperature -78 celsius, time 40 hour. Yields the product FC1=CC=2C(=C3N(C2C(=C1)C1=CC=C(C=C1)F)CCNC3=O)C(F)(F)F (8-Fluoro-6-(4-fluoro-phenyl)-10-trifluoromethyl-3,4-dihydro-2H-pyrazino[1,2-a]indol-1-one). Isolated yield 34.0%. As a reaction SMILES: [F:1][C:2]1[CH:10]=[C:9]([C:11]2[CH:16]=[CH:15][C:14]([F:17])=[CH:13][CH:12]=2)[C:8]2[N:7]3[CH2:18][CH2:19][NH:20][C:21](=[O:22])[C:6]3=[CH:5][C:4]=2[CH:3]=1.CN(C)CCN(C)C.[F:31][C:32]([F:35])([F:34])I.O>C(#N)C.CN(C=O)C>[F:1][C:2]1[CH:10]=[C:9]([C:11]2[CH:16]=[CH:15][C:14]([F:17])=[CH:13][CH:12]=2)[C:8]2[N:7]3[CH2:18][CH2:19][NH:20][C:21](=[O:22])[C:6]3=[C:5]([C:32]([F:35])([F:34])[F:31])[C:4]=2[CH:3]=1. Procedure: To a solution of 8-fluoro-6-(4-fluoro-phenyl)-3,4-dihydro-2H-pyrazino[1,2-a]indol-1-one (example 18) (0.1 g, 0.335 mmol) in acetonitrile (1 ml) and DMF (1 ml), N,N,N′,N′-tetra-methylethylenediamine (77.9 mg, 101 μl, 670 μmol) and tris(2,2′-biryridyl)ruthenium(II)-chloride hexahydrate (5.02 mg, 6.7 μmol) were added at room temperature. The vial was sealed, cooled to −78° C., and with the help of a needle trifluoroiodomethane (˜0.5 ml) was condensed into the reaction tube. A high lumen (6500K) coo...